This data is from the Open Reaction Database (ORD), a public repository of structured organic reaction records. The task is: describe an organic reaction: reactants, conditions, products, and yield Reactants: C(C1=CC=CC=C1)N1C2C(N(C(C1CC2)=O)C)=O (8-benzyl-3-methyl-3,8-diazabicyclo [3.2.1]octane-2,4-dione), [H-].[Al+3].[Li+].[H-].[H-].[H-] (lithium aluminum hydride), C(C1=CC=CC=C1)N1CC2CCC(C1)N2C (3-benzyl-8-methyl-3,8-diazabicyclo[3.2.1]octane). The solvent is O1CCCC1 (tetrahydrofuran). The product is C(C1=CC=CC=C1)N1C2CN(CC1CC2)C (8-benzyl-3-methyl-3,8-diazabicyclo[3.2.1]octane). RXN SMILES: [CH2:1]([N:8]1[CH:13]2[CH2:14][CH2:15][CH:9]1[C:10](=O)[N:11]([CH3:17])[C:12]2=O)[C:2]1[CH:7]=[CH:6][CH:5]=[CH:4][CH:3]=1.[H-].[Al+3].[Li+].[H-].[H-].[H-].C(N1CC2N(C)C(CC2)C1)C1C=CC=CC=1>O1CCCC1>[CH2:1]([N:8]1[CH:13]2[CH2:14][CH2:15][CH:9]1[CH2:10][N:11]([CH3:17])[CH2:12]2)[C:2]1[CH:3]=[CH:4][CH:5]=[CH:6][CH:7]=1 |f:1.2.3.4.5.6|. Procedure details: Reduction of 9.6 g (0.039 mole) of 8-benzyl-3-methyl-3,8-diazabicyclo [3.2.1]octane-2,4-dione with lithium aluminum hydride in tetrahydrofuran by the procedure used for the preparation of 3-benzyl-8-methyl-3,8-diazabicyclo[3.2.1]octane, as described in Example 1, gave 8.3 g of crude desired product. Chromatography on 124 g alumina with chloroform elution gave 6.9 g (81%) of pure, oil 8-benzyl-3-methyl-3,8-diazabicyclo[3.2.1]octane. The hydrochloride salt, formed in diethyl ether by addition of t... Solvent: O1CCCC1 (tetrahydrofuran), O1CCCC1 (tetrahydrofuran). The product is C(CCCC=C)OC=1C(=NSN1)C=1C=NC=CC1 (3-(4-(5-hexenyloxy)-1,2,5-thiadiazol-3-yl)pyridine). Procedure details: To a solution of 5-hexen-1-ol (900 mg, 9 mmol) and sodium hydride (310 mg, 9 mmol) in dry tetrahydrofuran was added a solution of 3-(4-chloro-1,2,5-thiadiazol-3-yl)pyridine (590 mg, 3 mmol) in dry tetrahydrofuran. The reaction mixture was stirred at room temperature for 1 h. Water was added and the mixture was extracted with ether. The ether phase was dried and evaporated to give the title compound. The reactants are O (Water), C(CCCC=C)O (5-hexen-1-ol), [H-].[Na+] (sodium hydride), ClC=1C(=NSN1)C=1C=NC=CC1 (3-(4-chloro-1,2,5-thiadiazol-3-yl)pyridine). Reaction conditions: time 1 hour. RXN SMILES: [CH2:1]([OH:7])[CH2:2][CH2:3][CH2:4][CH:5]=[CH2:6].[H-].[Na+].Cl[C:11]1[C:12]([C:16]2[CH:17]=[N:18][CH:19]=[CH:20][CH:21]=2)=[N:13][S:14][N:15]=1.O>O1CCCC1>[CH2:1]([O:7][C:11]1[C:12]([C:16]2[CH:17]=[N:18][CH:19]=[CH:20][CH:21]=2)=[N:13][S:14][N:15]=1)[CH2:2][CH2:3][CH2:4][CH:5]=[CH2:6] |f:1.2|. Starting materials: COC1=CC=2C=3C4=C(C(=C(C3NC2C=C1)C)C1=CC=CC=C1)C(NC4=O)=O (9-Methoxy-5-methyl-4-phenylpyrrolo[3,4-c]carbazole-1,3(2H,6H)-dione), B(Br)(Br)Br (BBr3). Product: OC1=CC=2C=3C4=C(C(=C(C3NC2C=C1)C)C1=CC=CC=C1)C(NC4=O)=O (9-Hydroxy-5-methyl-4-phenylpyrrolo[3,4-c]carbazole-1,3(2H,6H)-dione). The yield is 90.0%. As a reaction SMILES: C[O:2][C:3]1[CH:15]=[CH:14][C:13]2[NH:12][C:11]3[C:10]([CH3:16])=[C:9]([C:17]4[CH:22]=[CH:21][CH:20]=[CH:19][CH:18]=4)[C:8]4[C:23](=[O:27])[NH:24][C:25](=[O:26])[C:7]=4[C:6]=3[C:5]=2[CH:4]=1.B(Br)(Br)Br>>[OH:2][C:3]1[CH:15]=[CH:14][C:13]2[NH:12][C:11]3[C:10]([CH3:16])=[C:9]([C:17]4[CH:18]=[CH:19][CH:20]=[CH:21][CH:22]=4)[C:8]4[C:23](=[O:27])[NH:24][C:25](=[O:26])[C:7]=4[C:6]=3[C:5]=2[CH:4]=1. Reported procedure: Demethylation of (803) prepared as described in example 406 with BBr3 using the procedure described in example 69 gave (804) (90%), mp 270–280° C. 1H NMR δ [(CD3)2SO] 11.60 (s, 1H), 10.82 (s, 1H), 9.22 (s, 1H), 8.31 (d, J=2.0 Hz, 1H), 7.47–7.42 (m, 4H), 7.36–7.23 (m, 2H), 7.06 (dd, J=8.7, 2.0 Hz, 1H), 2.32 (s, 3H). EIMS found M+:342.1005. C21H14N2O3 requires: 342.1004. Reactants: C(C)(=O)O (acetic acid), [Si](C)(C)(C(C)(C)C)N1[C@@H]([C@H](C1=O)CC1=CC(=NC=C1)N(C(=O)OC(C)(C)C)C(=O)OC(C)(C)C)C(=O)OCC1=CC=CC=C1 ((2S,3R)-benzyl 1-(tert-butyldimethylsilyl)-3-((2-(di-t-butoxycarbonylamino)pyridin-4-yl)methyl)-4-oxoazetidine-2-carboxylate), solution, [F-].[NH4+] (ammonium fluoride). Run in CO (methanol), CO (methanol), C(C)(=O)OCC (ethyl acetate), C([O-])(O)=O.[Na+] (sodium bicarbonate). Conditions: time 8 hour. Product: C(C)(C)(C)OC(=O)N(C1=NC=CC(=C1)C[C@@H]1[C@H](NC1=O)C(=O)OCC1=CC=CC=C1)C(=O)OC(C)(C)C ((2S,3R)-benzyl 3-((2-(di-t-butoxycarbonylamino)pyridin-4-yl)methyl)-4-oxoazetidine-2-carboxylate). Isolated yield 70.4%. RXN SMILES: [Si]([N:8]1[C:11](=[O:12])[C@H:10]([CH2:13][C:14]2[CH:19]=[CH:18][N:17]=[C:16]([N:20]([C:28]([O:30][C:31]([CH3:34])([CH3:33])[CH3:32])=[O:29])[C:21]([O:23][C:24]([CH3:27])([CH3:26])[CH3:25])=[O:22])[CH:15]=2)[C@H:9]1[C:35]([O:37][CH2:38][C:39]1[CH:44]=[CH:43][CH:42]=[CH:41][CH:40]=1)=[O:36])(C(C)(C)C)(C)C.[F-].[NH4+].C(O)(=O)C>CO.C(OCC)(=O)C.C(=O)(O)[O-].[Na+]>[C:24]([O:23][C:21]([N:20]([C:28]([O:30][C:31]([CH3:34])([CH3:33])[CH3:32])=[O:29])[C:16]1[CH:15]=[C:14]([CH2:13][C@H:10]2[C:11](=[O:12])[NH:8][C@@H:9]2[C:35]([O:37][CH2:38][C:39]2[CH:40]=[CH:41][CH:42]=[CH:43][CH:44]=2)=[O:36])[CH:19]=[CH:18][N:17]=1)=[O:22])([CH3:26])([CH3:27])[CH3:25] |f:1.2,6.7|. Procedure: Ester 18 (127 mg, 0.20 mmol) was dissolved in 1 mL dry methanol at room temperature. 1 mL of a 0.5 M solution of ammonium fluoride in methanol (0.5 mmol, 2.5 equiv.) was added, then 60 mg acetic acid (1 mmol, 5 equiv). The reaction was stirred overnight under argon, diluted with 20 mL ethyl acetate and 20 mL saturated sodium bicarbonate solution. The water layer was washed with 3 portions of ethyl acetate, and the combined organic layers were dried over sodium sulfate, filtered, and concentrated... The reactants are N1(CCC1)C1CCN(CC1)CC=1SC=2N=C(N=C(C2N1)N1CCOCC1)Cl (2-(4-azetidin-1-ylpiperidin-1-ylmethyl)-5-chloro-7-morpholin-4-ylthiazolo[5,4-d]pyrimidine), C(C)(C)(C)OC(=O)N1CCNCC1 (piperazine-1-carboxylic acid tert-butyl ester). The product is C(C)(C)(C)OC(=O)N1CCN(CC1)CC=1SC=2N=C(N=C(C2N1)N1CCOCC1)Cl (4-(5-Chloro-7-morpholin-4-ylthiazolo[5,4-d]pyrimidin-2-ylmethyl)-piperazine-1-carboxylic acid tert-butyl ester), solid. Yield: 81.0%. As a reaction SMILES: N1(C2[CH2:10][CH2:9][N:8]([CH2:11][C:12]3[S:13][C:14]4[N:15]=[C:16]([Cl:27])[N:17]=[C:18]([N:21]5[CH2:26][CH2:25][O:24][CH2:23][CH2:22]5)[C:19]=4[N:20]=3)[CH2:7][CH2:6]2)CCC1.[C:28]([O:32][C:33]([N:35]1CCNCC1)=[O:34])([CH3:31])([CH3:30])[CH3:29]>>[C:28]([O:32][C:33]([N:35]1[CH2:6][CH2:7][N:8]([CH2:11][C:12]2[S:13][C:14]3[N:15]=[C:16]([Cl:27])[N:17]=[C:18]([N:21]4[CH2:22][CH2:23][O:24][CH2:25][CH2:26]4)[C:19]=3[N:20]=2)[CH2:9][CH2:10]1)=[O:34])([CH3:31])([CH3:30])[CH3:29]. Procedure details: Prepared according to the method used in the preparation of 2-(4-azetidin-1-ylpiperidin-1-ylmethyl)-5-chloro-7-morpholin-4-ylthiazolo[5,4-d]pyrimidine using piperazine-1-carboxylic acid tert-butyl ester in place of 4-azetidin-1-ylpiperidine. The title compound was obtained as a white solid (129 mg, 81%). Starting materials: COC(C(CC=O)C1=C(N=C2N1C=C(C=C2)C)C2=CC=C(C=C2)C)=O (2-(6-methyl-2-p-tolyl-imidazo[1,2-a]pyridin-3-yl)-4-oxo-butyric acid methyl ester), aqueous solution, CN (methyl amine), [BH4-].[Na+] (NaBH4), O (water). Run in CO.CCOC(=O)C (MeOH EtOAc), CO (methanol). Reaction conditions: time 1 hour. The product is CN1C(C(CC1)C1=C(N=C2N1C=C(C=C2)C)C2=CC=C(C=C2)C)=O ((+/−)-1-Methyl-3-(6-methyl-2-p-tolyl-imidazo[1,2-a]pyridin-3-yl)-pyrrolidin-2-one). Yield: 19.0%. RXN SMILES: CO[C:3](=[O:25])[CH:4]([C:8]1[N:12]2[CH:13]=[C:14]([CH3:17])[CH:15]=[CH:16][C:11]2=[N:10][C:9]=1[C:18]1[CH:23]=[CH:22][C:21]([CH3:24])=[CH:20][CH:19]=1)[CH2:5][CH:6]=O.[CH3:26][NH2:27].[BH4-].[Na+].O>CO.CO.CCOC(C)=O>[CH3:26][N:27]1[CH2:6][CH2:5][CH:4]([C:8]2[N:12]3[CH:13]=[C:14]([CH3:17])[CH:15]=[CH:16][C:11]3=[N:10][C:9]=2[C:18]2[CH:23]=[CH:22][C:21]([CH3:24])=[CH:20][CH:19]=2)[C:3]1=[O:25] |f:2.3,6.7|. Reported procedure: To a magnetically stirred solution of 2-(6-methyl-2-p-tolyl-imidazo[1,2-a]pyridin-3-yl)-4-oxo-butyric acid methyl ester 36b (0.035 g, 0.0988 mmol) in methanol (1 mL) at room temperature under Ar atmosphere was added a 40% aqueous solution of methyl amine (0.009 mL, 0.0988 mmol). The reaction mixture was stirred for 1 h at room temperature. NaBH4 (0.0074 g, 0.197 mmol) was added at room temperature. After 30 min, water (30 mL) was added, and the aqueous phase was extracted with EtOAc (2×50 mL). T... Reactants: CC(CO)(COCC1=NC2=CC=CC=C2C=C1)C (2,2-Dimethyl-3-(quinolin-2-ylmethoxy)-propan-1-ol), BrCC1=C(OCC#N)C(=CC(=C1)Cl)C ((2-bromomethyl-4-chloro-6-methyl-phenoxy)-acetonitrile). Product: ClC1=CC(=C(OCC#N)C(=C1)C)COCC(COCC1=NC2=CC=CC=C2C=C1)(C)C ({4-Chloro-2-[2,2-dimethyl-3-(quinolin-2-ylmethoxy)-propoxymethyl]-6-methyl-phenoxyl}-acetonitrile). As a reaction SMILES: [CH3:1][C:2]([CH3:18])([CH2:5][O:6][CH2:7][C:8]1[CH:17]=[CH:16][C:15]2[C:10](=[CH:11][CH:12]=[CH:13][CH:14]=2)[N:9]=1)[CH2:3][OH:4].Br[CH2:20][C:21]1[CH:30]=[C:29]([Cl:31])[CH:28]=[C:27]([CH3:32])[C:22]=1[O:23][CH2:24][C:25]#[N:26]>>[Cl:31][C:29]1[CH:28]=[C:27]([CH3:32])[C:22]([O:23][CH2:24][C:25]#[N:26])=[C:21]([CH2:20][O:4][CH2:3][C:2]([CH3:18])([CH3:1])[CH2:5][O:6][CH2:7][C:8]2[CH:17]=[CH:16][C:15]3[C:10](=[CH:11][CH:12]=[CH:13][CH:14]=3)[N:9]=2)[CH:30]=1. Procedure: MS (ESI) 439 (M+H)+. Prepared from 2,2-dimethyl-3-(quinolin-2-ylmethoxy)-propan-1-ol (EXAMPLE 34e) and (2-bromomethyl-4-chloro-6-methyl-phenoxy)-acetonitrile. Starting materials: C(C)(=O)O[BH-](OC(C)=O)OC(C)=O.[Na+] (sodium triacetoxyborohydride), [Cl-].[NH4+] (ammonium chloride), ClC1=C(C=O)C=CC(=C1)Cl (2,4-dichlorobenzaldehyde), ClC=1C(=NN(C1C)CC(=O)N1CC2CNCC2C1)C(F)(F)F (2-(4-Chloro-5-methyl-3-trifluoromethylpyrazol-1-yl)-1-(hexahydropyrrolo[3,4 c]-pyrrol-2-yl)ethanone). The solvent is C1CCOC1 (THF), CCOC(=O)C (EtOAc). Product: ClC=1C(=NN(C1C)CC(=O)N1CC2CN(CC2C1)CC1=C(C=C(C=C1)Cl)Cl)C(F)(F)F (2-(4-Chloro-5-methyl-3-trifluoromethyl-pyrazol-1-yl)-1-[5-(2,4-dichloro-benzyl)-hexahydropyrrolo[3,4-c]pyrrol-2-yl]ethanone). Yield: 59.9%. As a reaction SMILES: [Cl:1][C:2]1[CH:9]=[C:8]([Cl:10])[CH:7]=[CH:6][C:3]=1[CH:4]=O.[Cl:11][C:12]1[C:13]([C:29]([F:32])([F:31])[F:30])=[N:14][N:15]([CH2:18][C:19]([N:21]2[CH2:28][CH:27]3[CH:23]([CH2:24][NH:25][CH2:26]3)[CH2:22]2)=[O:20])[C:16]=1[CH3:17].C(O[BH-](OC(=O)C)OC(=O)C)(=O)C.[Na+].[Cl-].[NH4+]>C1COCC1.CCOC(C)=O>[Cl:11][C:12]1[C:13]([C:29]([F:32])([F:30])[F:31])=[N:14][N:15]([CH2:18][C:19]([N:21]2[CH2:28][CH:27]3[CH:23]([CH2:24][N:25]([CH2:4][C:3]4[CH:6]=[CH:7][C:8]([Cl:10])=[CH:9][C:2]=4[Cl:1])[CH2:26]3)[CH2:22]2)=[O:20])[C:16]=1[CH3:17] |f:2.3,4.5|. Procedure details: A solution of 2,4-dichlorobenzaldehyde (18 mg) and compound 7 (17 mg) in THF (1 mL) was stirred at room temperature for 1 hour and then sodium triacetoxyborohydride (42 mg) was added in one portion. The mixture was stirred at room temperature for another hour and EtOAc (1 mL) was added followed by the addition of saturated aqueous ammonium chloride (1 mL). The aqueous phase was extracted by EtOAc (3×1 mL) and the combined organic extractants was dried, filtered and concentrated in vacuo. The res... Product: CC1(C)C(C(=O)Nc2sc3c(c2C(=O)NCCCCCO)CCCC3)C1(C)C. Starting materials: CCOC(=O)c1c(NC(=O)C2C(C)(C)C2(C)C)sc2c1CCCC2, NCCCCCO. Reaction SMILES: [CH3:1][C:2]1([CH3:24])[CH:3]([C:7](=[O:8])[NH:9][c:10]2[s:11][c:12]3[c:13]([c:14]2[C:15](=[O:16])[O:17][CH2:18][CH3:19])[CH2:20][CH2:21][CH2:22][CH2:23]3)[C:4]1([CH3:5])[CH3:6].[NH2:25][CH2:26][CH2:27][CH2:28][CH2:29][CH2:30][OH:31]>>[CH3:1][C:2]1([CH3:24])[CH:3]([C:7](=[O:8])[NH:9][c:10]2[s:11][c:12]3[c:13]([c:14]2[C:15](=[O:16])[NH:25][CH2:26][CH2:27][CH2:28][CH2:29][CH2:30][OH:31])[CH2:20][CH2:21][CH2:22][CH2:23]3)[C:4]1([CH3:5])[CH3:6]. Reactants: COC(=O)C1(CCCNCc2ccccc2)CCCN1, Cc1ccccc1C. Product: O=C1N(Cc2ccccc2)CCCC12CCCN2. RXN SMILES: [CH3:1][O:2][C:3](=[O:4])[C:5]1([CH2:10][CH2:11][CH2:12][NH:13][CH2:14][c:15]2[cH:16][cH:17][cH:18][cH:19][cH:20]2)[NH:6][CH2:7][CH2:8][CH2:9]1.[c:21]1([CH3:22])[c:23]([CH3:24])[cH:25][cH:26][cH:27][cH:28]1>>[O:2]=[C:3]1[C:5]2([NH:6][CH2:7][CH2:8][CH2:9]2)[CH2:10][CH2:11][CH2:12][N:13]1[CH2:14][c:15]1[cH:16][cH:17][cH:18][cH:19][cH:20]1.